This data is from the Open Reaction Database (ORD), a public repository of structured organic reaction records. The task is: describe an organic reaction: reactants, conditions, products, and yield Solvent: O (H2O), C1CCOC1 (THF). Procedure: A solution of LiOH (27 mg, 1.1 mmol) in H2O (0.5 ml) was added to a stirred solution of the ester (Step 1, 100 mg, 0.22 mmol) in THF (1 ml) at room temperature. After 60 hours an extra portion of LiOH (30 mg) and dioxane (1 ml) were added. The mixture was heated at 110° C. for 16 hours. After cooling to room temperature the mixture was acidified with 5N HCl. The mixture was partitioned between EtOAc/H2O. The layers were separated and the aqueous layer was further extracted with EtOAc (×2). The c... Run at temperature 110 celsius. Starting materials: [Li+].[OH-] (LiOH), C(C)(C)C1=CC=C(C=C1)N1C(CC(CC1)C(C(=O)OCC)C)C1=CC=C(C=C1)C(F)(F)F (Ethyl 2-{1-(4-isopropylphenyl)-2-[4-(trifluoromethyl)phenyl]piperidin-4-yl}propanoate), Cl (HCl), [Li+].[OH-] (LiOH), O1CCOCC1 (dioxane). As a reaction SMILES: [Li+].[OH-].[CH:3]([C:6]1[CH:11]=[CH:10][C:9]([N:12]2[CH2:17][CH2:16][CH:15]([CH:18]([CH3:24])[C:19]([O:21]CC)=[O:20])[CH2:14][CH:13]2[C:25]2[CH:30]=[CH:29][C:28]([C:31]([F:34])([F:33])[F:32])=[CH:27][CH:26]=2)=[CH:8][CH:7]=1)([CH3:5])[CH3:4].O1CCOCC1.Cl>O.C1COCC1>[CH:3]([C:6]1[CH:7]=[CH:8][C:9]([N:12]2[CH2:17][CH2:16][CH:15]([CH:18]([CH3:24])[C:19]([OH:21])=[O:20])[CH2:14][CH:13]2[C:25]2[CH:30]=[CH:29][C:28]([C:31]([F:34])([F:32])[F:33])=[CH:27][CH:26]=2)=[CH:10][CH:11]=1)([CH3:4])[CH3:5] |f:0.1|. The product is C(C)(C)C1=CC=C(C=C1)N1C(CC(CC1)C(C(=O)O)C)C1=CC=C(C=C1)C(F)(F)F (2-{1-(4-Isopropylphenyl)-2-[4-(trifluoromethyl)phenyl]piperidin-4-yl}propanoic acid). Reactants: OCC1=NN2C(NC=3C=CC=CC3C2=C1)=O (2-(Hydroxymethyl)pyrazolo[1,5-C]quinazolin-5(6H)-one), C(=O)O (formic acid). Product: C(=O)OCC1=NN2C(NC=3C=CC=CC3C2=C1)=O (2-(Formyloxymethyl)pyrazolo[1,5-c]quinazolin-5(6H)-one). Isolated yield 75.0%. Reaction SMILES: [OH:1][CH2:2][C:3]1[CH:15]=[C:14]2[N:5]([C:6](=[O:16])[NH:7][C:8]3[CH:9]=[CH:10][CH:11]=[CH:12][C:13]=32)[N:4]=1.[CH:17](O)=[O:18]>>[CH:17]([O:1][CH2:2][C:3]1[CH:15]=[C:14]2[N:5]([C:6](=[O:16])[NH:7][C:8]3[CH:9]=[CH:10][CH:11]=[CH:12][C:13]=32)[N:4]=1)=[O:18]. Procedure: 2-(Hydroxymethyl)pyrazolo[1,5-C]quinazolin-5(6H)-one (3.3 g, 0.0153 mole) is suspended in 250 ml of 97-100% formic acid and refluxed overnight under nitrogen. The solution is stripped to dryness and the solid is recrystallized from dioxane to give 2.8 g (75% yield) of analytically pure title compound, m.p. 190°-192°. The reactants are Cl.C1(CC1)C#CC=1C=NC(=NC1)N1CCNCC1 (5-(cyclopropylethynyl)-2-(piperazin-1-yl)pyrimidine HCl salt), ClC1=NC(=NC=N1)NC=1C=NN(C1)C[C@@H]1CN(CCO1)C(=O)OC(C)(C)C ((s)-tert-butyl 2-((4-(4-chloro-1,3,5-triazin-2-ylamino)-1H-pyrazol-1-yl)methyl)morpholine-4-carboxylate), C(C)(C)N(CC)C(C)C (diisopropylethylamine). Yields the product C1(CC1)C#CC=1C=NC(=NC1)N1CCN(CC1)C1=NC(=NC=N1)NC=1C=NN(C1)C[C@@H]1CN(CCO1)C(=O)OC(C)(C)C ((S)-tert-butyl 2-((4-(4-(4-(5-(cyclopropylethynyl)pyrimidin-2-yl)piperazin-1-yl)-1,3,5-triazin-2-ylamino)-1H-pyrazol-1-yl)methyl)morpholine-4-carboxylate). The yield is 94.0%. RXN SMILES: Cl.[CH:2]1([C:5]#[C:6][C:7]2[CH:8]=[N:9][C:10]([N:13]3[CH2:18][CH2:17][NH:16][CH2:15][CH2:14]3)=[N:11][CH:12]=2)[CH2:4][CH2:3]1.Cl[C:20]1[N:25]=[CH:24][N:23]=[C:22]([NH:26][C:27]2[CH:28]=[N:29][N:30]([CH2:32][C@H:33]3[O:38][CH2:37][CH2:36][N:35]([C:39]([O:41][C:42]([CH3:45])([CH3:44])[CH3:43])=[O:40])[CH2:34]3)[CH:31]=2)[N:21]=1.C(N(C(C)C)CC)(C)C>>[CH:2]1([C:5]#[C:6][C:7]2[CH:8]=[N:9][C:10]([N:13]3[CH2:14][CH2:15][N:16]([C:20]4[N:25]=[CH:24][N:23]=[C:22]([NH:26][C:27]5[CH:28]=[N:29][N:30]([CH2:32][C@H:33]6[O:38][CH2:37][CH2:36][N:35]([C:39]([O:41][C:42]([CH3:45])([CH3:44])[CH3:43])=[O:40])[CH2:34]6)[CH:31]=5)[N:21]=4)[CH2:17][CH2:18]3)=[N:11][CH:12]=2)[CH2:4][CH2:3]1 |f:0.1|. Procedure: To a solution of 5-(cyclopropylethynyl)-2-(piperazin-1-yl)pyrimidine HCl salt (172 mg, 0.44 mmol) and (s)-tert-butyl 2-((4-(4-chloro-1,3,5-triazin-2-ylamino)-1H-pyrazol-1-yl)methyl)morpholine-4-carboxylate was added diisopropylethylamine (169 mg, 1.311 mmol), and the reaction mixture was stirred at room temperature. LCMS showed the reaction was completed. The mixture was concentrated, and the residue was purified by silica gel chromatography, eluting with petroleum ether:ethyl acetate=1:2, to af... The reactants are C([O-])([O-])=O.[K+].[K+] (potassium carbonate), Br.BrCC(=O)NC1=CC(=C(C=C1)OCCN(CC)CC)Cl (2-bromo-N-[3-chloro-4-(2-diethylamino-ethoxy)-phenyl]-acetamide-hydrobromide), ClC=1C=C(C=CC1O)C1=CC=CC=C1 (3-chloro-biphenyl-4-ol), CN(C)C=O (DMF). Run in ClCCl (dichloromethane). Yields the product ClC=1C=C(C=CC1OCC(=O)NC1=CC(=C(C=C1)OCCN(CC)CC)Cl)C1=CC=CC=C1 (2-(3-chloro-biphenyl-4-yloxy)-N-[3-chloro-4-(2-diethylamino-ethoxy)-phenyl]-acetamide). As a reaction SMILES: C(=O)([O-])[O-].[K+].[K+].Br.Br[CH2:9][C:10]([NH:12][C:13]1[CH:18]=[CH:17][C:16]([O:19][CH2:20][CH2:21][N:22]([CH2:25][CH3:26])[CH2:23][CH3:24])=[C:15]([Cl:27])[CH:14]=1)=[O:11].[Cl:28][C:29]1[CH:30]=[C:31]([C:36]2[CH:41]=[CH:40][CH:39]=[CH:38][CH:37]=2)[CH:32]=[CH:33][C:34]=1[OH:35].CN(C=O)C>ClCCl>[Cl:28][C:29]1[CH:30]=[C:31]([C:36]2[CH:41]=[CH:40][CH:39]=[CH:38][CH:37]=2)[CH:32]=[CH:33][C:34]=1[O:35][CH2:9][C:10]([NH:12][C:13]1[CH:18]=[CH:17][C:16]([O:19][CH2:20][CH2:21][N:22]([CH2:25][CH3:26])[CH2:23][CH3:24])=[C:15]([Cl:27])[CH:14]=1)=[O:11] |f:0.1.2,3.4|. Procedure details: 65 mg (0.47 mmol) of potassium carbonate was added to a solution of 70 mg (0.159 mmol) of 2-bromo-N-[3-chloro-4-(2-diethylamino-ethoxy)-phenyl]-acetamide-hydrobromide (intermediate product Z1c) and 64 mg (0.314 mmol) of 3-chloro-biphenyl-4-ol in 1 mL of abs. DMF and the mixture was stirred for 1 hour at 40° C. and for 15 hours at RT. The reaction mixture was diluted with dichloromethane, the org. phase was washed with sat. aqueous sodium bicarbonate solution and water and dried over magnesium su... Starting materials: NC1=C(C=CC=C1)NC1=CC(=C(C=C1)C(=O)C1=C(C=CC(=C1)Br)C)Cl ([4-(2-Amino-phenylamino)-2-chloro-phenyl]-(5-bromo-2-methyl-phenyl)-methanone), C1(=CC=CC=C1)P(C1=CC=CC=C1)C1=CC=CC=C1 (triphenyl phosphine), C(#C)[Si](C)(C)C (ethynyl-trimethyl-silane). The reagents and catalysts are C=1C=CC(=CC1)/C=C/C(=O)/C=C/C2=CC=CC=C2.C=1C=CC(=CC1)/C=C/C(=O)/C=C/C2=CC=CC=C2.C=1C=CC(=CC1)/C=C/C(=O)/C=C/C2=CC=CC=C2.[Pd].[Pd] (Pd2(dba)3), [Cu]I (CuI). Reaction conditions: temperature 90 celsius, time 20 hour. Product: NC1=C(C=CC=C1)NC1=CC(=C(C=C1)C(=O)C1=C(C=CC(=C1)C#C[Si](C)(C)C)C)Cl ([4-(2-Amino-phenylamino)-2-chloro-phenyl]-(2-methyl-5-trimethylsilanylethynyl-phenyl)-methanone). As a reaction SMILES: [NH2:1][C:2]1[CH:7]=[CH:6][CH:5]=[CH:4][C:3]=1[NH:8][C:9]1[CH:14]=[CH:13][C:12]([C:15]([C:17]2[CH:22]=[C:21](Br)[CH:20]=[CH:19][C:18]=2[CH3:24])=[O:16])=[C:11]([Cl:25])[CH:10]=1.C1(P(C2C=CC=CC=2)C2C=CC=CC=2)C=CC=CC=1.[C:45]([Si:47]([CH3:50])([CH3:49])[CH3:48])#[CH:46]>C1C=CC(/C=C/C(/C=C/C2C=CC=CC=2)=O)=CC=1.C1C=CC(/C=C/C(/C=C/C2C=CC=CC=2)=O)=CC=1.C1C=CC(/C=C/C(/C=C/C2C=CC=CC=2)=O)=CC=1.[Pd].[Pd].[Cu]I>[NH2:1][C:2]1[CH:7]=[CH:6][CH:5]=[CH:4][C:3]=1[NH:8][C:9]1[CH:14]=[CH:13][C:12]([C:15]([C:17]2[CH:22]=[C:21]([C:46]#[C:45][Si:47]([CH3:50])([CH3:49])[CH3:48])[CH:20]=[CH:19][C:18]=2[CH3:24])=[O:16])=[C:11]([Cl:25])[CH:10]=1 |f:3.4.5.6.7|. Procedure: In a screw-capped vial (8 mL) was placed dry degassed triethylamine (3.0 mL) and a magnetic stirrer under argon. Compound 543 (200 mg, 0.48 mmol), Pd2(dba)3 (9.0 mg, 0.01 mmol), triphenyl phosphine (13 mg, 0.048 mmol), CuI (2 mg) and ethynyl-trimethyl-silane (66 μL, 0.48 mmol) were added to the vial and the reaction mixture was heated under vigorously stirring at 90° C. for 20 h. The cooled reaction mixture was filtered through Decalite and concentrated in vacuo. The crude product was purified b... The reactants are C#CCOc1ccc2nc(S(=O)(=O)N=CN(C)C)sc2c1, CO, N. The product is C#CCOc1ccc2nc(S(N)(=O)=O)sc2c1. RXN SMILES: [CH3:1][N:2]([CH3:3])[CH:21]=[N:4][S:5](=[O:6])(=[O:7])[c:8]1[s:9][c:10]2[c:11]([n:12]1)[cH:13][cH:14][c:15]([O:17][CH2:18][C:19]#[CH:20])[cH:16]2.[CH3:23][OH:24].[NH3:22]>>[NH2:4][S:5](=[O:6])(=[O:7])[c:8]1[s:9][c:10]2[c:11]([n:12]1)[cH:13][cH:14][c:15]([O:17][CH2:18][C:19]#[CH:20])[cH:16]2. The reactants are BrC=1C=C(C(N(C1)C)=O)OCC(F)(F)F (5-bromo-1-methyl-3-(2,2,2-trifluoroethoxyl)pyridin-2-one), FC1=C(OC2=C(C=C(C=C2)CS(=O)(=O)CC)B2OC(C(O2)(C)C)(C)C)C=CC(=C1)F (2-[2-(2,4-difluorophenoxy)-5-(ethylsulfonylmethyl)phenyl]-4,4,5,5-tetramethyl-1,3,2-dioxaborolane), [O-]P(=O)([O-])[O-].[K+].[K+].[K+] (K3PO4). Reagents/catalysts: O (water), C1=CC=C(C=C1)P([C-]2C=CC=C2)C3=CC=CC=C3.C1=CC=C(C=C1)P([C-]2C=CC=C2)C3=CC=CC=C3.Cl[Pd]Cl.[Fe+2] (Pd(dppf)Cl2). Run in O1CCOCC1 (dioxane). Conditions: temperature 70 celsius. Product: FC1=C(OC2=C(C=C(C=C2)CS(=O)(=O)CC)C=2C=C(C(N(C2)C)=O)OCC(F)(F)F)C=CC(=C1)F (5-[2-(2,4-difluorophenoxy)-5-(ethylsulfonylmethyl)phenyl]-1-methyl-3-(2,2,2-trifluoroethoxyl)pyridin-2-one). Yield: 22.5%. Reaction SMILES: Br[C:2]1[CH:3]=[C:4]([O:10][CH2:11][C:12]([F:15])([F:14])[F:13])[C:5](=[O:9])[N:6]([CH3:8])[CH:7]=1.[F:16][C:17]1[CH:44]=[C:43]([F:45])[CH:42]=[CH:41][C:18]=1[O:19][C:20]1[CH:25]=[CH:24][C:23]([CH2:26][S:27]([CH2:30][CH3:31])(=[O:29])=[O:28])=[CH:22][C:21]=1B1OC(C)(C)C(C)(C)O1.[O-]P([O-])([O-])=O.[K+].[K+].[K+]>O1CCOCC1.O.C1C=CC(P(C2C=CC=CC=2)[C-]2C=CC=C2)=CC=1.C1C=CC(P(C2C=CC=CC=2)[C-]2C=CC=C2)=CC=1.Cl[Pd]Cl.[Fe+2]>[F:16][C:17]1[CH:44]=[C:43]([F:45])[CH:42]=[CH:41][C:18]=1[O:19][C:20]1[CH:25]=[CH:24][C:23]([CH2:26][S:27]([CH2:30][CH3:31])(=[O:29])=[O:28])=[CH:22][C:21]=1[C:2]1[CH:3]=[C:4]([O:10][CH2:11][C:12]([F:15])([F:14])[F:13])[C:5](=[O:9])[N:6]([CH3:8])[CH:7]=1 |f:2.3.4.5,8.9.10.11|. Procedure: A mixture of 5-bromo-1-methyl-3-(2,2,2-trifluoroethoxyl)pyridin-2-one (50 mg, 0.18 mmol), 2-[2-(2,4-difluorophenoxy)-5-(ethylsulfonylmethyl)phenyl]-4,4,5,5-tetramethyl-1,3,2-dioxaborolane (88 mg, 0.20 mmol), Pd(dppf)Cl2 (11 mg) and K3PO4 (85 mg, 0.40 mmol) in dioxane (5 mL) and water (5 drops) was purged with nitrogen, capped, and heated to 70° C. for 8 h. After the mixture was filtered, the filtrate was concentrated in vacuo and purified by prep-HPLC to afford the title compound (21 mg, 22%) as... Reactants: ClCCl, CC(NC(=O)Cc1cc(F)cc(F)c1)C(=O)O, COC(=O)CN1C(=O)C(N)C(c2ccccc2)Oc2ccccc21, On1nnc2ccccc21. The product is COC(=O)CN1C(=O)C(NC(=O)C(C)NC(=O)Cc2cc(F)cc(F)c2)C(c2ccccc2)Oc2ccccc21. As a reaction SMILES: [Cl:52][CH2:53][Cl:54].[F:25][c:26]1[cH:27][c:28]([CH2:33][C:34](=[O:35])[NH:36][CH:37]([CH3:38])[C:39](=[O:40])[OH:41])[cH:29][c:30]([F:32])[cH:31]1.[NH2:1][CH:2]1[CH:3]([c:19]2[cH:20][cH:21][cH:22][cH:23][cH:24]2)[O:4][c:5]2[c:6]([cH:15][cH:16][cH:17][cH:18]2)[N:7]([CH2:10][C:11](=[O:12])[O:13][CH3:14])[C:8]1=[O:9].[OH:42][n:43]1[c:44]2[c:45]([cH:46][cH:47][cH:48][cH:49]2)[n:50][n:51]1>>[NH:1]([CH:2]1[CH:3]([c:19]2[cH:20][cH:21][cH:22][cH:23][cH:24]2)[O:4][c:5]2[c:6]([cH:15][cH:16][cH:17][cH:18]2)[N:7]([CH2:10][C:11](=[O:12])[O:13][CH3:14])[C:8]1=[O:9])[C:39]([CH:37]([NH:36][C:34]([CH2:33][c:28]1[cH:27][c:26]([F:25])[cH:31][c:30]([F:32])[cH:29]1)=[O:35])[CH3:38])=[O:40]. Reactants: C(=O)(C(F)(F)F)O (TFA), C(N)(=O)C1(CCC1)C1=C(CCC2=NC(=NC=C2C(F)(F)F)NC2=CC=C(C=C2)C2CCN(CC2)C(=O)OC(C)(C)C)C=CC=C1 (tert-butyl 4-(4-((4-(2-(1-carbamoylcyclobutyl)phenethyl)-5-(trifluoromethyl)pyrimidin-2-yl)amino)phenyl)piperidine-1-carboxylate). Run in C(Cl)Cl (DCM). Reaction conditions: time 8 hour. Yields the product N1CCC(CC1)C1=CC=C(C=C1)NC1=NC=C(C(=N1)CCC1=C(C=CC=C1)C1(CCC1)C(=O)N)C(F)(F)F (1-(2-(2-(2-((4-(Piperidin-4-yl)phenyl)amino)-5-(trifluoromethyl)pyrimidin-4-yl)ethyl)phenyl)cyclobutanecarboxamide). The yield is 30.0%. RXN SMILES: C(O)(C(F)(F)F)=O.[C:8]([C:11]1([C:15]2[CH:52]=[CH:51][CH:50]=[CH:49][C:16]=2[CH2:17][CH2:18][C:19]2[C:24]([C:25]([F:28])([F:27])[F:26])=[CH:23][N:22]=[C:21]([NH:29][C:30]3[CH:35]=[CH:34][C:33]([CH:36]4[CH2:41][CH2:40][N:39](C(OC(C)(C)C)=O)[CH2:38][CH2:37]4)=[CH:32][CH:31]=3)[N:20]=2)[CH2:14][CH2:13][CH2:12]1)(=[O:10])[NH2:9]>C(Cl)Cl>[NH:39]1[CH2:40][CH2:41][CH:36]([C:33]2[CH:32]=[CH:31][C:30]([NH:29][C:21]3[N:20]=[C:19]([CH2:18][CH2:17][C:16]4[CH:49]=[CH:50][CH:51]=[CH:52][C:15]=4[C:11]4([C:8]([NH2:9])=[O:10])[CH2:14][CH2:13][CH2:12]4)[C:24]([C:25]([F:28])([F:27])[F:26])=[CH:23][N:22]=3)=[CH:35][CH:34]=2)[CH2:37][CH2:38]1. Procedure details: A mixture of TFA (0.5 mL) and tert-butyl 4-(4-((4-(2-(1-carbamoylcyclobutyl)phenethyl)-5-(trifluoromethyl)pyrimidin-2-yl)amino)phenyl)piperidine-1-carboxylate A57 (6.0 mg, 9.6 μL) in DCM (5 mL) was stirred at room temperature overnight. The volatiles were removed in vacuo before 2 M aq. NaOH (5 mL) was added to form a precipitate. The solid was collected by filtration and washed with cyclohexane (10 mL) to give the title compound 52 as a tan solid (1.5 mg, 30%). LCMS-A: rt 4.994 min; m/z 524.3 [... Starting materials: CO, C(=Cc1nc2ccccc2[nH]1)c1ccccc1, Clc1cc(Cl)ncn1, Cl, C(=Cc1nc2ccccc2n1-c1ccccn1)c1ccccc1. The product is Clc1cc(-n2c(C=Cc3ccccc3)nc3ccccc32)ncn1, Cl. RXN SMILES: [CH3:50][OH:51].[CH:1](=[CH:2][c:3]1[cH:4][cH:5][cH:6][cH:7][cH:8]1)[c:9]1[n:10][c:11]2[c:12]([nH:13]1)[cH:14][cH:15][cH:16][cH:17]2.[Cl:18][c:19]1[n:20][cH:21][n:22][c:23]([Cl:25])[cH:24]1.[ClH:49].[n:26]1[cH:27][cH:28][cH:29][cH:30][c:31]1-[n:32]1[c:33]2[cH:34][cH:35][cH:36][cH:37][c:38]2[n:39][c:40]1[CH:41]=[CH:42][c:43]1[cH:44][cH:45][cH:46][cH:47][cH:48]1>>[CH:1](=[CH:2][c:3]1[cH:4][cH:5][cH:6][cH:7][cH:8]1)[c:9]1[n:10](-[c:19]2[n:20][cH:21][n:22][c:23]([Cl:25])[cH:24]2)[c:11]2[c:12]([n:13]1)[cH:14][cH:15][cH:16][cH:17]2.[ClH:18].